From a dataset of the Open Reaction Database (ORD), a public repository of structured organic reaction records. describe an organic reaction: reactants, conditions, products, and yield The reactants are CC1=C(N)C(=CC=C1)C (2,6-dimethylaniline), C1(=CC=C(C=C1)S(=O)(=O)Cl)C (p-toluenesulfonyl chloride), Cl (hydrochloric acid). Solvent: N1=CC=CC=C1 (pyridine). Product: C1(=CC=C(C=C1)S(=O)(=O)NC1=C(C=CC=C1C)C)C (1-(p-Toluenesulfonamido)-2,6-dimethylbenzene). The yield is 136.2%. As a reaction SMILES: [CH3:1][C:2]1[CH:8]=[CH:7][CH:6]=[C:5]([CH3:9])[C:3]=1[NH2:4].[C:10]1([CH3:20])[CH:15]=[CH:14][C:13]([S:16](Cl)(=[O:18])=[O:17])=[CH:12][CH:11]=1.Cl>N1C=CC=CC=1>[C:10]1([CH3:20])[CH:15]=[CH:14][C:13]([S:16]([NH:4][C:3]2[C:5]([CH3:9])=[CH:6][CH:7]=[CH:8][C:2]=2[CH3:1])(=[O:18])=[O:17])=[CH:12][CH:11]=1. Procedure: A solution of 23.4 g (0.12 mole) of 2,6-dimethylaniline and 40.5 g (0.19 mole) of p-toluenesulfonyl chloride in 75 ml of pyridine was heated at reflux for three hours. The mixture was cooled and poured into vigorously stirred 2N hydrochloric acid. The crude product was recrystallized from ethanol to give 45 g of the title compound. Structure assignment was supported by the nmr spectrum and by elemental analysis. The reactants are N1C(=CC2=CC=CC=C12)C(=O)NC1C(N(C2=C(C(=N1)C1=CC=CC=C1)C=CC=C2)CCBr)=O ((3RS)-1,3-dihydro-3-(2-indolylcarbonylamino)-1-(2-bromoethyl)-5-phenyl-2H-1, 4-benzodiazepine-2-one), CN1CCNCC1 (1-methylpiperazine). The solvent is C(C)(C)OC(C)C (diisopropyl ether). Reaction conditions: time 4 hour. Product: N1C(=CC2=CC=CC=C12)C(=O)NC1C(N(C2=C(C(=N1)C1=CC=CC=C1)C=CC=C2)CCN2CCN(CC2)C)=O ((3RS)-1,3-dihydro-3-(2-indolylcarbonylamino)-1-[2-(4-methyl-1-piperazinyl) ethyl]-5phenyl-2H-1,4-benzodiazepine-2-one). Reaction SMILES: [NH:1]1[C:9]2[C:4](=[CH:5][CH:6]=[CH:7][CH:8]=2)[CH:3]=[C:2]1[C:10]([NH:12][CH:13]1[N:19]=[C:18]([C:20]2[CH:25]=[CH:24][CH:23]=[CH:22][CH:21]=2)[C:17]2[CH:26]=[CH:27][CH:28]=[CH:29][C:16]=2[N:15]([CH2:30][CH2:31]Br)[C:14]1=[O:33])=[O:11].[CH3:34][N:35]1[CH2:40][CH2:39][NH:38][CH2:37][CH2:36]1>C(OC(C)C)(C)C>[NH:1]1[C:9]2[C:4](=[CH:5][CH:6]=[CH:7][CH:8]=2)[CH:3]=[C:2]1[C:10]([NH:12][CH:13]1[N:19]=[C:18]([C:20]2[CH:25]=[CH:24][CH:23]=[CH:22][CH:21]=2)[C:17]2[CH:26]=[CH:27][CH:28]=[CH:29][C:16]=2[N:15]([CH2:30][CH2:31][N:38]2[CH2:39][CH2:40][N:35]([CH3:34])[CH2:36][CH2:37]2)[C:14]1=[O:33])=[O:11]. Procedure details: A mixture of (3RS)-1,3-dihydro-3-(2-indolylcarbonylamino)-1-(2-bromoethyl)-5-phenyl-2H-1, 4-benzodiazepine-2-one (0.3 g) and 1-methylpiperazine (3.0 ml) was stirred for 4.0 hours at room temperature and diisopropyl ether (20 ml) was added thereto. The resultant precipitates were collected by filtration and dissolved in diluted hydrochloric acid. The solution was adjusted to pH 7 with an aqueous solution of sodium bicarbonate and the resultant precipitates were collected by filtration to give (3R... Yields the product C(C)(=S)OCCC1=CC=C(C=C1)Br (4-Bromophenethyl thioacetate). Procedure: 5 mmol (1 ml) of DIAD are added to a solution, cooled to 0° C., of 5 mmol (1.32 g) of triphenylphosphine in 16 ml of tetrahydrofuran. After stirring the mixture cold for 15 minutes, there is added dropwise thereto a mixture of 2.5 mmol (0.5 g) of 2-(4-bromophenyl)-1-ethanol and 5 mmol (0.83 ml) of thioacetic acid diluted with 5 ml of tetrahydrofuran. The mixture is stirred cold for a further 10 minutes and then the temperature is brought to ambient temperature for 18 hours. The solvents are evap... The reactants are CC(C)OC(=O)/N=N/C(=O)OC(C)C (DIAD), C1(=CC=CC=C1)P(C1=CC=CC=C1)C1=CC=CC=C1 (triphenylphosphine), BrC1=CC=C(C=C1)CCO (2-(4-bromophenyl)-1-ethanol), C(C)(=S)O (thioacetic acid). Reaction conditions: time 15 minute. Run in O1CCCC1 (tetrahydrofuran), O1CCCC1 (tetrahydrofuran). Reaction SMILES: CC(OC(/N=N/C(OC(C)C)=O)=O)C.C1(P(C2C=CC=CC=2)C2C=CC=CC=2)C=CC=CC=1.[Br:34][C:35]1[CH:40]=[CH:39][C:38]([CH2:41][CH2:42][OH:43])=[CH:37][CH:36]=1.[C:44](O)(=[S:46])[CH3:45]>O1CCCC1>[C:44]([O:43][CH2:42][CH2:41][C:38]1[CH:39]=[CH:40][C:35]([Br:34])=[CH:36][CH:37]=1)(=[S:46])[CH3:45]. Reactants: 25-B, C(C)C=1C(=C2C=CN(C2=C(C1)C)S(=O)(=O)C1=CC=C(C)C=C1)C(C1=NC2=C(N1COCC[Si](C)(C)C)C=CC(=C2)C#N)O ((±)-2-((5-ethyl-7-methyl-1-tosyl-1H-indol-4-yl)(hydroxy)methyl)-1-((2-(trimethylsilyl)ethoxy)methyl)-1H-benzo[d]imidazole-5-carbonitrile), C(C)C=1C(=C2C=CN(C2=C(C1)C)S(=O)(=O)C1=CC=C(C)C=C1)C(C1=NC2=C(N1COCC[Si](C)(C)C)C=C(C=C2)C#N)O ((±)-2-((5-ethyl-7-methyl-1-tosyl-1H-indol-4-yl)(hydroxy)methyl)-1-((2-(trimethylsilyl)ethoxy)methyl)-1H-benzo[d]imidazole-6-carbonitrile). Product: C(C)C1=C(C=2C=CNC2C(=C1)C)C(=O)C1=NC2=C(N1)C=CC(=C2)C#N (2-(5-Ethyl-7-methyl-1H-indole-4-carbonyl)-1H-benzo[d]imidazole-5-carbonitrile). Reaction SMILES: [CH2:1]([C:3]1[C:4]([CH:23]([OH:43])[C:24]2[N:28](COCC[Si](C)(C)C)[C:27]3[CH:37]=[CH:38][C:39]([C:41]#[N:42])=[CH:40][C:26]=3[N:25]=2)=[C:5]2[C:9](=[C:10]([CH3:12])[CH:11]=1)[N:8](S(C1C=CC(C)=CC=1)(=O)=O)[CH:7]=[CH:6]2)[CH3:2].C(C1C(C(O)C2N(COCC[Si](C)(C)C)C3C=C(C#N)C=CC=3N=2)=C2C(=C(C)C=1)N(S(C1C=CC(C)=CC=1)(=O)=O)C=C2)C>>[CH2:1]([C:3]1[CH:11]=[C:10]([CH3:12])[C:9]2[NH:8][CH:7]=[CH:6][C:5]=2[C:4]=1[C:23]([C:24]1[NH:28][C:27]2[CH:37]=[CH:38][C:39]([C:41]#[N:42])=[CH:40][C:26]=2[N:25]=1)=[O:43])[CH3:2]. Reported procedure: The title compounds was synthesized as in Example 25A and 25-B from (±)-2-((5-ethyl-7-methyl-1-tosyl-1H-indol-4-yl)(hydroxy)methyl)-1-((2-(trimethylsilyl)ethoxy)methyl)-1H-benzo[d]imidazole-5-carbonitrile and (±)-2-((5-ethyl-7-methyl-1-tosyl-1H-indol-4-yl)(hydroxy)methyl)-1-((2-(trimethylsilyl)ethoxy)methyl)-1H-benzo[d]imidazole-6-carbonitrile (Example 70-A). 1H NMR (400 MHz, ACETONITRILE-d3 with about 5 μL TFA) δ ppm 9.42 (br. s., 1H), 8.12 (dd, J=0.76, 1.39 Hz, 1H), 7.79 (dd, J=0.76, 8.59 Hz, ...